Dataset: the Open Reaction Database (ORD), a public repository of structured organic reaction records. Task: describe an organic reaction: reactants, conditions, products, and yield Reactants: C(C)N(CCNC(=O)C1=C(NC(=C1C)C=O)C)CC (5-Formyl-2,4-dimethyl-1H-pyrrole-3-carboxylic acid (2-diethylaminoethyl)-amide), N1CCCC1 (pyrrolidine), FC=1C=C2CC(NC2=CC1)=O (5-Fluoro-2-oxindole), C1CCCCCC1 (cycloheptane). Solvent: alicyclic hydrocarbon, C1CCCC1 (cyclopentane), C1CCCCC1 (cyclohexane). Product: CCN(CC)CCNC(=O)C1=C(NC(=C1C)/C=C\2/C3=C(C=CC(=C3)F)NC2=O)C (Sunitinib base). RXN SMILES: [CH2:1]([N:3]([CH2:18][CH3:19])[CH2:4][CH2:5][NH:6][C:7]([C:9]1[C:13]([CH3:14])=[C:12]([CH:15]=O)[NH:11][C:10]=1[CH3:17])=[O:8])[CH3:2].[F:20][C:21]1[CH:22]=[C:23]2[C:27](=[CH:28][CH:29]=1)[NH:26][C:25](=[O:30])[CH2:24]2.C1CCCCCC1.N1CCCC1>C1CCCCC1.C1CCCC1>[CH3:2][CH2:1][N:3]([CH2:4][CH2:5][NH:6][C:7]([C:9]1[C:13]([CH3:14])=[C:12](/[CH:15]=[C:24]2/[C:23]3[CH:22]=[C:21]([F:20])[CH:29]=[CH:28][C:27]=3[NH:26][C:25]/2=[O:30])[NH:11][C:10]=1[CH3:17])=[O:8])[CH2:18][CH3:19]. Procedure: According to the process of the present invention, 5-Formyl-2,4-dimethyl-1H-pyrrole-3-carboxylic acid (2-diethylaminoethyl)-amide (IX) and 5-Fluoro-1,3-dihydro-indol-2-one (X) in non-polar alicyclic hydrocarbon solvents like cyclopentane, cyclohexane or cycloheptane are reacted in presence of catalytic amount of pyrrolidine as base at reflux temperature for 1-6 hours. The resultant Sunitinib base is again triturated with the same solvent at reflux temperature for 1-2 hours and isolated at a temp...